From a dataset of the Open Reaction Database (ORD), a public repository of structured organic reaction records. describe an organic reaction: reactants, conditions, products, and yield The reactants are C(C)OC(C1=C(C=CC=C1[N+](=O)[O-])C(C)=O)=O (Ethyl-2-acetyl-6-nitrobenzoate), CN (Methylamine). Run in ClCCl (dichloromethane), CO (MeOH), [O-]S(=O)(=O)[O-].[Mg+2] (MgSO4). Conditions: time 15 minute. Product: CN1C(C2=C(C=CC=C2C1=C)[N+](=O)[O-])=O (2-methyl-3-methylene-7-nitro-2,3-dihydro-isoindol-1-one). RXN SMILES: C([O:3][C:4](=O)[C:5]1[C:10]([N+:11]([O-:13])=[O:12])=[CH:9][CH:8]=[CH:7][C:6]=1[C:14](=O)[CH3:15])C.[CH3:18][NH2:19]>CO.[O-]S([O-])(=O)=O.[Mg+2].ClCCl>[CH3:18][N:19]1[C:14](=[CH2:15])[C:6]2[C:5](=[C:10]([N+:11]([O-:13])=[O:12])[CH:9]=[CH:8][CH:7]=2)[C:4]1=[O:3] |f:3.4|. Reported procedure: Ethyl-2-acetyl-6-nitrobenzoate (11.12 g) is suspended in a mixture of MeOH (70 mL) and MgSO4. Methylamine (2 molar in THF, 28.13 mL) is added dropwise and the solution is stirred for 15 min at this temperature. Then it is preheated to 70° C. for 18 h. The solvent is eliminated in vacuo, the residue is taken up in dichloromethane (100 mL), washed with sodium chloride solution (10%) dried on magnesium sulphate, filtered off from the desiccant and the solvent is eliminated in vacuo. For purificatio... Reactants: C(CCC)P(OCC)(=O)C (ethyl n-butyl(methyl)phosphinate), COC(CNC(=O)OC(C)(C)C)=O (N-tert.-butoxycarbonylglycine methyl ester), C(C)(=O)O (acetic acid), C(C)(C)[N-]C(C)C.[Li+] (lithium diisopropylamide). The solvent is O1CCCC1 (tetrahydrofuran), ClCCl (dichloromethane), O1CCCC1 (tetrahydrofuran), O1CCCC1 (tetrahydrofuran). Conditions: time 1 hour. Product: C(C)(C)(C)OC(=O)NCC(CP(OCC)(=O)CCCC)=O (ethyl 3-(N-tert.-butoxycarbonylamino)-2-oxo-propyl(n-butyl)phosphinate). As a reaction SMILES: C([N-]C(C)C)(C)C.[Li+].[CH2:9]([P:13]([CH3:18])(=[O:17])[O:14][CH2:15][CH3:16])[CH2:10][CH2:11][CH3:12].C[O:20][C:21](=O)[CH2:22][NH:23][C:24]([O:26][C:27]([CH3:30])([CH3:29])[CH3:28])=[O:25].C(O)(=O)C>O1CCCC1.ClCCl>[C:27]([O:26][C:24]([NH:23][CH2:22][C:21](=[O:20])[CH2:18][P:13]([CH2:9][CH2:10][CH2:11][CH3:12])(=[O:17])[O:14][CH2:15][CH3:16])=[O:25])([CH3:30])([CH3:29])[CH3:28] |f:0.1|. Procedure: A solution of 5.82 g of lithium diisopropylamide in 30 ml of anhydrous tetrahydrofuran is cooled to -78° C. under an inert atmosphere. Under constant stirring at -78° a solution of 9.84 g of ethyl n-butyl(methyl)phosphinate in 20 ml of anhydrous tetrahydrofuran is added over 15 minutes under a positive pressure of an inert atmosphere via a canula. The resulting pale yellow solution is stirred for 1 hour at -78° and a pre-cooled (-78° C.) solution of 1.89 g of N-tert.-butoxycarbonylglycine methyl... The reactants are [H-].[H-].[H-].[H-].[Li+].[Al+3] (LiAlH4), C(C)(C)(C)OC(CC(C(=O)N(C)OC)NS(=O)(=O)C1=C(C=C(C=C1)NC(=S)NC)OCCC1=C2C=CC=NC2=CC=C1)=O (N-methoxy-N-methyl--3-[4-(3-methyl-thioureido)-2-(2-quinolin-5-yl-ethoxy)-benzenesulfonylamino]-succinamic acid tert-butyl ester). Run in CCOCC (ether), C1CCOC1 (THF), C1CCOC1 (THF). Run at temperature -65 celsius, time 30 minute. The product is C(C)(C)(C)OC(CC(C=O)NS(=O)(=O)C1=C(C=C(C=C1)NC(=S)NC)OCCC1=C2C=CC=NC2=CC=C1)=O (3-[4-(3-methyl-thioureido)-2-(2-quinolin-5-yl-ethoxy)-benzenesulfonylamino]-4-oxo-butyric acid tert-butyl ester). Isolated yield 505.8%. As a reaction SMILES: [H-].[H-].[H-].[H-].[Li+].[Al+3].[C:7]([O:11][C:12](=[O:49])[CH2:13][CH:14]([NH:21][S:22]([C:25]1[CH:30]=[CH:29][C:28]([NH:31][C:32]([NH:34][CH3:35])=[S:33])=[CH:27][C:26]=1[O:36][CH2:37][CH2:38][C:39]1[CH:48]=[CH:47][CH:46]=[C:45]2[C:40]=1[CH:41]=[CH:42][CH:43]=[N:44]2)(=[O:24])=[O:23])[C:15](N(OC)C)=[O:16])([CH3:10])([CH3:9])[CH3:8]>CCOCC.C1COCC1>[C:7]([O:11][C:12](=[O:49])[CH2:13][CH:14]([NH:21][S:22]([C:25]1[CH:30]=[CH:29][C:28]([NH:31][C:32]([NH:34][CH3:35])=[S:33])=[CH:27][C:26]=1[O:36][CH2:37][CH2:38][C:39]1[CH:48]=[CH:47][CH:46]=[C:45]2[C:40]=1[CH:41]=[CH:42][CH:43]=[N:44]2)(=[O:24])=[O:23])[CH:15]=[O:16])([CH3:10])([CH3:8])[CH3:9] |f:0.1.2.3.4.5|. Procedure details: A mixture of 2 mL THF and 0.8 mL 1M LiAlH4 solution in ether was cooled to −65° C. in a chloroform/dry ice bath. A mixture if 0.18 g (0.29 mmol) N-methoxy-N-methyl--3-[4-(3-methyl-thioureido)-2-(2-quinolin-5-yl-ethoxy)-benzenesulfonylamino]-succinamic acid tert-butyl ester in 3 mL THF was added dropwise and the reaction mixture was stirred 30 min at −65° C. TLC analysis showed starting material consumed. The reaction was quenched cold with 1 mL 1M aqueous potassium sodium tartrate solution and a...